Task: describe an organic reaction: reactants, conditions, products, and yield. Dataset: the Open Reaction Database (ORD), a public repository of structured organic reaction records Reactants: [BH4-], CCO, [Na+], C1COCCO1, O=C(O)CC(O)(CC(=O)O)C(=O)O, O=C(CCc1ccc(OCc2ccc3ccccc3n2)cc1)CCc1ccc(OCc2ccc3ccccc3n2)cc1. Product: OC(CCc1ccc(OCc2ccc3ccccc3n2)cc1)CCc1ccc(OCc2ccc3ccccc3n2)cc1. Reaction SMILES: [BH4-:46].[CH3:43][CH2:44][OH:45].[Na+:47].[O:61]1[CH2:62][CH2:63][O:64][CH2:65][CH2:66]1.[OH:48][C:49]([CH2:50][C:51]([C:52](=[O:53])[OH:54])([CH2:55][C:56](=[O:57])[OH:58])[OH:59])=[O:60].[n:1]1[c:2]([CH2:11][O:12][c:13]2[cH:14][cH:15][c:16]([CH2:19][CH2:20][C:21]([CH2:22][CH2:23][c:24]3[cH:25][cH:26][c:27]([O:30][CH2:31][c:32]4[n:33][c:34]5[cH:35][cH:36][cH:37][cH:38][c:39]5[cH:40][cH:41]4)[cH:28][cH:29]3)=[O:42])[cH:17][cH:18]2)[cH:3][cH:4][c:5]2[cH:6][cH:7][cH:8][cH:9][c:10]12>>[n:1]1[c:2]([CH2:11][O:12][c:13]2[cH:14][cH:15][c:16]([CH2:19][CH2:20][CH:21]([CH2:22][CH2:23][c:24]3[cH:25][cH:26][c:27]([O:30][CH2:31][c:32]4[n:33][c:34]5[cH:35][cH:36][cH:37][cH:38][c:39]5[cH:40][cH:41]4)[cH:28][cH:29]3)[OH:42])[cH:17][cH:18]2)[cH:3][cH:4][c:5]2[cH:6][cH:7][cH:8][cH:9][c:10]12.